From a dataset of the Open Reaction Database (ORD), a public repository of structured organic reaction records. describe an organic reaction: reactants, conditions, products, and yield Reactants: O.NN (hydrazine hydrate), N(CC(=O)N[C@@H](CC(N)=O)C(=O)N[C@@H](CC(C)C)C(=O)OCC1=CC=CC=C1)C(=O)OC(C)(C)C (BOC-Gly-Asn-Leu-OBzl), C(C)OCC (Diethyl ether). Solvent: CO (methanol). Reaction conditions: time 8 hour. Product: N(CC(=O)N[C@@H](CC(N)=O)C(=O)N[C@@H](CC(C)C)C(=O)NN)C(=O)OC(C)(C)C (BOC-Gly-Asn-Leu-NHNH2). Isolated yield 93.7%. Reaction SMILES: [NH:1]([C:29]([O:31][C:32]([CH3:35])([CH3:34])[CH3:33])=[O:30])[CH2:2][C:3]([NH:5][C@H:6]([C:11]([NH:13][C@H:14]([C:19](OCC1C=CC=CC=1)=[O:20])[CH2:15][CH:16]([CH3:18])[CH3:17])=[O:12])[CH2:7][C:8](=[O:10])[NH2:9])=[O:4].O.[NH2:37][NH2:38].C(OCC)C>CO>[NH:1]([C:29]([O:31][C:32]([CH3:35])([CH3:34])[CH3:33])=[O:30])[CH2:2][C:3]([NH:5][C@H:6]([C:11]([NH:13][C@H:14]([C:19]([NH:37][NH2:38])=[O:20])[CH2:15][CH:16]([CH3:18])[CH3:17])=[O:12])[CH2:7][C:8](=[O:10])[NH2:9])=[O:4] |f:1.2|. Reported procedure: BOC-Gly-Asn-Leu-OBzl (5.0 g) was dissolved in 20 ml of methanol and 20 ml of 80% hydrazine hydrate was added thereto. The mixture was allowed to stand at room temperature overnight. Diethyl ether was added to the reaction mixture to ensure complete precipitation. The precipitate was collected by filtration, washed well with diethyl ether and re-precipitated from methanol-diethyl ether to obtain 3.9 g (yield 93.7%) of the desired material having a melting point of 204°-207° C. (dec.). The reactants are S(O)(O)(=O)=O (sulfuric acid), C12(C3CCC(C(CCC1)C2)C3)O (tricyclo [4.3.1.12,5 ] undecane-1-ol), C(C)#N (acetonitrile), ice. Reaction conditions: time 45 minute. Product: C(C)(=O)NC12C3CCC(C(CCC1)C2)C3 (1-acetylaminotricyclo [4.3.1.12,5 ] undecane). The yield is 98.0%. As a reaction SMILES: [C:1]12(O)[CH2:10][CH:6]([CH2:7][CH2:8][CH2:9]1)[CH:5]1[CH2:11][CH:2]2[CH2:3][CH2:4]1.S(=O)(=O)(O)[OH:14].[C:18](#[N:20])[CH3:19]>>[C:18]([NH:20][C:1]12[CH2:10][CH:6]([CH2:7][CH2:8][CH2:9]1)[CH:5]1[CH2:11][CH:2]2[CH2:3][CH2:4]1)(=[O:14])[CH3:19]. Reported procedure: 10.0 Grams (60 millimoles) of tricyclo [4.3.1.12,5 ] undecane-1-ol (X=OH in formula (II)) are dissolved in 120 ml of acetonitrile. The solution is cooled and kept at 0° C, and then 25 ml of concentrated sulfuric acid are added dropwise under stirring over 45 minutes. The stirring is continued further at room temperature for 5 hours. The reaction mixture is placed onto 200 g of ice and extracted twice, each time with 100 ml of diethyl ether. The combined extracts are washed with saturated aqueous... Reactants: CCN=C=NCCCN(C)C, CC1(C)OCC(Cn2ccc(N)n2)O1, CC(C)(C)CCC(C(=O)O)N1CC(Oc2ccccc2Cl)=CC1=O, ClCCl. Yields the product CC(C)(C)CCC(C(=O)Nc1ccn(CC2COC(C)(C)O2)n1)N1CC(Oc2ccccc2Cl)=CC1=O. As a reaction SMILES: [CH3:25][N:26]([CH3:27])[CH2:28][CH2:29][CH2:30][N:31]=[C:32]=[N:33][CH2:34][CH3:35].[CH3:36][C:37]1([CH3:49])[O:38][CH2:39][CH:40]([CH2:42][n:43]2[n:44][c:45]([NH2:48])[cH:46][cH:47]2)[O:41]1.[Cl:1][c:2]1[c:3]([O:4][C:5]2=[CH:6][C:7](=[O:20])[N:8]([CH:10]([C:11](=[O:12])[OH:13])[CH2:14][CH2:15][C:16]([CH3:17])([CH3:18])[CH3:19])[CH2:9]2)[cH:21][cH:22][cH:23][cH:24]1.[Cl:50][CH2:51][Cl:52]>>[Cl:1][c:2]1[c:3]([O:4][C:5]2=[CH:6][C:7](=[O:20])[N:8]([CH:10]([C:11](=[O:13])[NH:48][c:45]3[n:44][n:43]([CH2:42][CH:40]4[CH2:39][O:38][C:37]([CH3:36])([CH3:49])[O:41]4)[cH:47][cH:46]3)[CH2:14][CH2:15][C:16]([CH3:17])([CH3:18])[CH3:19])[CH2:9]2)[cH:21][cH:22][cH:23][cH:24]1.